From a dataset of the Open Reaction Database (ORD), a public repository of structured organic reaction records. describe an organic reaction: reactants, conditions, products, and yield Reactants: NC1=C(C=NN1C1=CC=C(C=C1)F)C(=O)NCC(C(F)(F)F)(CNCC1=CC=CC=C1)O (5-amino-1-(4-fluorophenyl)-N-(3,3,3-trifluoro-2-hydroxy-2-{[(phenylmethyl)amino]methyl}propyl)-1H-pyrazole-4-carboxamide). The reagents and catalysts are [Pd] (palladium on carbon). The solvent is C(C)O (ethanol). Product: NC1=C(C=NN1C1=CC=C(C=C1)F)C(=O)NCC(C(F)(F)F)(O)CN (5-Amino-N-[2-(aminomethyl)-3,3,3-trifluoro-2-hydroxypropyl]-1-(4-fluorophenyl)-1H-pyrazole-4-carboxamide). Yield: 89.4%. As a reaction SMILES: [NH2:1][C:2]1[N:6]([C:7]2[CH:12]=[CH:11][C:10]([F:13])=[CH:9][CH:8]=2)[N:5]=[CH:4][C:3]=1[C:14]([NH:16][CH2:17][C:18]([OH:32])([CH2:23][NH:24]CC1C=CC=CC=1)[C:19]([F:22])([F:21])[F:20])=[O:15]>C(O)C.[Pd]>[NH2:1][C:2]1[N:6]([C:7]2[CH:8]=[CH:9][C:10]([F:13])=[CH:11][CH:12]=2)[N:5]=[CH:4][C:3]=1[C:14]([NH:16][CH2:17][C:18]([CH2:23][NH2:24])([OH:32])[C:19]([F:22])([F:21])[F:20])=[O:15]. Reported procedure: 5-amino-1-(4-fluorophenyl)-N-(3,3,3-trifluoro-2-hydroxy-2-{[(phenylmethyl)amino]methyl}propyl)-1H-pyrazole-4-carboxamide (20.47 g) was dissolved in ethanol (100 ml) and hydrogenated over 10% palladium on carbon (2 g). A small portion was filtered using celite to give an orange yellow solution and LC/MS analysis indicated complete reaction. Therefore the remainder of the suspension was then filtered and the orange yellow solution concentrated in vacuo to give a pale yellow solid. This was dried o... Reactants: CN(C)C=O, ClCc1nccs1, Nc1ccc(-c2cc(Cc3ccc(O)cc3)no2)c(N)n1, [Na+], C1CCOC1, [OH-]. Product: Nc1ccc(-c2cc(Cc3ccc(OCc4nccs4)cc3)no2)c(N)n1. RXN SMILES: [CH3:36][N:37]([CH3:38])[CH:39]=[O:40].[Cl:29][CH2:30][c:31]1[s:32][cH:33][cH:34][n:35]1.[NH2:6][c:7]1[n:8][c:9]([NH2:26])[cH:10][cH:11][c:12]1-[c:13]1[cH:14][c:15]([CH2:18][c:19]2[cH:20][cH:21][c:22]([OH:25])[cH:23][cH:24]2)[n:16][o:17]1.[Na+:28].[O:1]1[CH2:2][CH2:3][CH2:4][CH2:5]1.[OH-:27]>>[NH2:6][c:7]1[n:8][c:9]([NH2:26])[cH:10][cH:11][c:12]1-[c:13]1[cH:14][c:15]([CH2:18][c:19]2[cH:20][cH:21][c:22]([O:25][CH2:30][c:31]3[s:32][cH:33][cH:34][n:35]3)[cH:23][cH:24]2)[n:16][o:17]1. As a reaction SMILES: [C:1]1([C:34]2[CH:39]=[CH:38][CH:37]=[CH:36][CH:35]=2)[CH:6]=[CH:5][C:4]([CH2:7][C@H:8]([NH:26]C(OC(C)(C)C)=O)[C:9]([N:11]2[CH2:15][CH2:14][CH2:13][C@H:12]2[C:16]([O:18][CH2:19][C:20]2[CH:25]=[CH:24][CH:23]=[CH:22][CH:21]=2)=[O:17])=[O:10])=[CH:3][CH:2]=1.[ClH:40].O1CCOCC1>>[ClH:40].[NH2:26][C@@H:8]([CH2:7][C:4]1[CH:3]=[CH:2][C:1]([C:34]2[CH:35]=[CH:36][CH:37]=[CH:38][CH:39]=2)=[CH:6][CH:5]=1)[C:9]([N:11]1[CH2:15][CH2:14][CH2:13][C@H:12]1[C:16]([O:18][CH2:19][C:20]1[CH:25]=[CH:24][CH:23]=[CH:22][CH:21]=1)=[O:17])=[O:10] |f:3.4|. Product: Cl.N[C@H](C(=O)N1[C@@H](CCC1)C(=O)OCC1=CC=CC=C1)CC1=CC=C(C=C1)C1=CC=CC=C1 ((S)-benzyl 1-((S)-2-amino-3-(biphenyl-4-yl)propanoyl)pyrrolidine-2-carboxylate hydrochloride). Run at time 1 hour. The reactants are C1(=CC=C(C=C1)C[C@@H](C(=O)N1[C@@H](CCC1)C(=O)OCC1=CC=CC=C1)NC(=O)OC(C)(C)C)C1=CC=CC=C1 ((S)-benzyl 1-((S)-3-(biphenyl-4-yl)-2-(tert-butoxycarbonylamino)propanoyl)pyrrolidine-2-carboxylate), Cl (HCl), O1CCOCC1 (1,4-dioxane). Procedure: A solution of (S)-benzyl 1-((S)-3-(biphenyl-4-yl)-2-(tert-butoxycarbonylamino)propanoyl)pyrrolidine-2-carboxylate (429 mg, 0.812 mmol) and HCl in 1,4-dioxane (2.03 ml, 8.12 mmol) was allowed to stir for 1 hour and concentrated under reduced pressure to give (S)-benzyl 1-((S)-2-amino-3-(biphenyl-4-yl)propanoyl)pyrrolidine-2-carboxylate hydrochloride (396 mg); Retention time=1.00 minutes (condition B); MS (m+1)=429.2.